This data is from the Open Reaction Database (ORD), a public repository of structured organic reaction records. The task is: describe an organic reaction: reactants, conditions, products, and yield The reactants are CC(=O)SCCC(=O)C1CCCCC1C(=O)O, Cl, [NH4+], [OH-], O. Product: O=C(O)C1CCCCC1C(=O)CCS. RXN SMILES: [C:1](=[O:2])([CH3:3])[S:4][CH2:5][CH2:6][C:7](=[O:8])[CH:9]1[CH:10]([C:15](=[O:16])[OH:17])[CH2:11][CH2:12][CH2:13][CH2:14]1.[ClH:20].[NH4+:18].[OH-:19].[OH2:21]>>[SH:4][CH2:5][CH2:6][C:7](=[O:8])[CH:9]1[CH:10]([C:15](=[O:16])[OH:17])[CH2:11][CH2:12][CH2:13][CH2:14]1. Reactants: C(C)OC(NC1=C(C=C(C=C1)OC)[N+](=O)[O-])=O ((4-methoxy-2-nitrophenyl)carbamic acid ethyl ester), Cl (HCl), [H][H] (hydrogen). The reagents and catalysts are [Pd] (Pd/C). Run in CCO (EtOH). The product is C(C)OC(NC1=C(C=C(C=C1)OC)N)=O ((4-methoxy-2 aminophenyl)carbamic acid ethyl ester). The yield is 79.3%. RXN SMILES: [CH2:1]([O:3][C:4](=[O:17])[NH:5][C:6]1[CH:11]=[CH:10][C:9]([O:12][CH3:13])=[CH:8][C:7]=1[N+:14]([O-])=O)[CH3:2].Cl.[H][H]>CCO.[Pd]>[CH2:1]([O:3][C:4](=[O:17])[NH:5][C:6]1[CH:11]=[CH:10][C:9]([O:12][CH3:13])=[CH:8][C:7]=1[NH2:14])[CH3:2]. Procedure details: A solution of (4-methoxy-2-nitrophenyl)carbamic acid ethyl ester (7.3 g; 0.03 mol) in 95% EtOH (500 ml), was hydrogenated at room temperature and pressure in the presence of 10% aqueous HCl (13 ml) and 10% Pd/C (0.35 g). When the theoretical amount of hydrogen was taken up, the catalyst was filtered off and the solution was evaporated to dryness to give the title compound (5 g) after crystallization from Et2O/EtOH (85:15). The compound was used without further purification. Reactants: CCOCc1nc2cnc3cc(Br)ccc3c2n1CCCCCS(=O)(=O)Cl, O=C([O-])[O-], CN, Cl, [K+], [K+]. The product is CCOCc1nc2cnc3cc(Br)ccc3c2n1CCCCCS(=O)(=O)NC. RXN SMILES: [Br:1][c:2]1[cH:3][cH:4][c:5]2[c:6]3[c:7]([cH:8][n:9][c:10]2[cH:11]1)[n:12][c:13]([CH2:24][O:25][CH2:26][CH3:27])[n:14]3[CH2:15][CH2:16][CH2:17][CH2:18][CH2:19][S:20](=[O:21])(=[O:22])[Cl:23].[C:31](=[O:32])([O-:33])[O-:34].[CH3:29][NH2:30].[ClH:28].[K+:35].[K+:36]>>[Br:1][c:2]1[cH:3][cH:4][c:5]2[c:6]3[c:7]([cH:8][n:9][c:10]2[cH:11]1)[n:12][c:13]([CH2:24][O:25][CH2:26][CH3:27])[n:14]3[CH2:15][CH2:16][CH2:17][CH2:18][CH2:19][S:20](=[O:21])(=[O:22])[NH:30][CH3:29]. Starting materials: [OH-].[Na+] (sodium hydroxide), FC=1C=C2C(C(NC2=CC1)=O)=O (5-fluoroisatin), FC=1C=C2C(C(NC2=CC1)=O)=O (5-fluoroisatin), Cl.NCC(=O)C1=CC=C(C=C1)C1=CC=CC=C1 (2-amino-4'-phenylacetophenone, hydrochloride), C(C)O (ethanol). Solvent: O (water), O (water), O (water), O1CCCC1 (tetrahydrofuran). Conditions: temperature 90 celsius, time 2 hour. The product is NC=1C(=NC2=CC=C(C=C2C1C(=O)O)F)C1=CC=C(C=C1)C1=CC=CC=C1 (3-Amino-2-[1,1'-biphenyl]-4-yl-6-fluoro-4-quinolinecarboxylic acid). As a reaction SMILES: [F:1][C:2]1[CH:3]=[C:4]2[C:8](=[CH:9][CH:10]=1)[NH:7][C:6](=[O:11])[C:5]2=O.[OH-].[Na+].Cl.[NH2:16][CH2:17][C:18]([C:20]1[CH:25]=[CH:24][C:23]([C:26]2[CH:31]=[CH:30][CH:29]=[CH:28][CH:27]=2)=[CH:22][CH:21]=1)=O.C([OH:34])C>O.O1CCCC1>[NH2:16][C:17]1[C:18]([C:20]2[CH:25]=[CH:24][C:23]([C:26]3[CH:31]=[CH:30][CH:29]=[CH:28][CH:27]=3)=[CH:22][CH:21]=2)=[N:7][C:8]2[C:4]([C:5]=1[C:6]([OH:11])=[O:34])=[CH:3][C:2]([F:1])=[CH:10][CH:9]=2 |f:1.2,3.4|. Procedure details: A 21.35 g portion of 5-fluoroisatin was suspended in 175 ml of water in a three-necked 2 liter flask equipped with a reflux condenser and addition funnel. To the suspension was added a solution of 28.5 g of sodium hydroxide in 100 ml of water, then the mixture was heated to 90° C. A solution of 44.08 g of 2-amino-4'-phenylacetophenone, hydrochloride in 550 ml of a 1:1 mixture of ethanol:water was warmed slightly, then 200 ml of tetrahydrofuran was added to effect dissolution. This solution was a... Starting materials: CSc1ccc(Br)cc1, C#CCO, Cl, [Cu]I, C1CCC2=NCCCN2CC1, C1CCOC1, c1ccc(P(c2ccccc2)(c2ccccc2)[Pd](P(c2ccccc2)(c2ccccc2)c2ccccc2)(P(c2ccccc2)(c2ccccc2)c2ccccc2)P(c2ccccc2)(c2ccccc2)c2ccccc2)cc1. The product is CSc1ccc(C#CCO)cc1. RXN SMILES: [Br:1][c:2]1[cH:3][cH:4][c:5]([S:8][CH3:9])[cH:6][cH:7]1.[CH2:21]([C:22]#[CH:23])[OH:24].[ClH:30].[Cu:31][I:32].[N:10]12[CH2:11][CH2:12][CH2:13][N:14]=[C:15]1[CH2:16][CH2:17][CH2:18][CH2:19][CH2:20]2.[O:25]1[CH2:26][CH2:27][CH2:28][CH2:29]1.[cH:33]1[cH:34][cH:35][c:36]([P:37]([Pd:38]([P:39]([c:40]2[cH:41][cH:42][cH:43][cH:44][cH:45]2)([c:46]2[cH:47][cH:48][cH:49][cH:50][cH:51]2)[c:52]2[cH:53][cH:54][cH:55][cH:56][cH:57]2)([P:58]([c:59]2[cH:60][cH:61][cH:62][cH:63][cH:64]2)([c:65]2[cH:66][cH:67][cH:68][cH:69][cH:70]2)[c:71]2[cH:72][cH:73][cH:74][cH:75][cH:76]2)[P:77]([c:78]2[cH:79][cH:80][cH:81][cH:82][cH:83]2)([c:84]2[cH:85][cH:86][cH:87][cH:88][cH:89]2)[c:90]2[cH:91][cH:92][cH:93][cH:94][cH:95]2)([c:96]2[cH:97][cH:98][cH:99][cH:100][cH:101]2)[c:102]2[cH:103][cH:104][cH:105][cH:106][cH:107]2)[cH:108][cH:109]1>>[c:2]1([C:23]#[C:22][CH2:21][OH:24])[cH:3][cH:4][c:5]([S:8][CH3:9])[cH:6][cH:7]1. The reactants are ClB(Cl)Cl, O=C(CC(c1ccc(OCc2ccccc2)cc1)c1ccon1)N1C(=O)OCC1Cc1ccccc1, CSC, ClCCl. Yields the product O=C(CC(c1ccc(O)cc1)c1ccon1)N1C(=O)OCC1Cc1ccccc1. Reaction SMILES: [B:4]([Cl:5])([Cl:6])[Cl:7].[CH2:8]([c:9]1[cH:10][cH:11][cH:12][cH:13][cH:14]1)[CH:15]1[N:16]([C:21]([CH2:22][CH:23]([c:24]2[n:25][o:26][cH:27][cH:28]2)[c:29]2[cH:30][cH:31][c:32]([O:35][CH2:36][c:37]3[cH:38][cH:39][cH:40][cH:41][cH:42]3)[cH:33][cH:34]2)=[O:43])[C:17](=[O:20])[O:18][CH2:19]1.[CH3:1][S:2][CH3:3].[Cl:44][CH2:45][Cl:46]>>[CH2:8]([c:9]1[cH:10][cH:11][cH:12][cH:13][cH:14]1)[CH:15]1[N:16]([C:21]([CH2:22][CH:23]([c:24]2[n:25][o:26][cH:27][cH:28]2)[c:29]2[cH:30][cH:31][c:32]([OH:35])[cH:33][cH:34]2)=[O:43])[C:17](=[O:20])[O:18][CH2:19]1.